From a dataset of the Open Reaction Database (ORD), a public repository of structured organic reaction records. describe an organic reaction: reactants, conditions, products, and yield Starting materials: N[C@H]1[C@H]2S[C@@](CN2C1=O)(N1C(N(CC1)N=CC1=CC=C(C=C1)C)=O)C(=O)O ((3R,5R,6R)-6-amino-3-carboxy-3-(3-p-methylbenzylideneamino-2-oxoimidazolidin-1-yl)-7-oxo-4-thia-1-azabicyclo[3.2.0]heptane), N[C@H]1[C@H]2S[C@](CN2C1=O)(C(=O)O)N1C(N(CC1)N=CC1=CC(=CC=C1)OC)=O ((3R,5R,6R)-6-amino-3-(3-anisylideneamino-2-oxoimidazolidin-1-yl)-3-carboxy-7-oxo-4-thia-1-azabicyclo[3.2.0]heptane). The product is N[C@H]1[C@H]2S[C@@](CN2C1=O)(N1C(N(CC1)NC(=O)N)=O)C(=O)O ((3R,5R,6R)-6-amino-3-carboxy-7-oxo-3-(2-oxo-3-ureidoimidazolidin-1-yl)-4-thia-1-azabicyclo[3.2.0]heptane). Reaction SMILES: N[C@@H]1[C:8](=[O:9])[N:7]2[C@@H]1S[C@](C(O)=O)(N1CCN(N=CC3C=CC(C)=CC=3)C1=O)C2.[NH2:28][C@@H:29]1[C:35](=[O:36])[N:34]2[C@@H:30]1[S:31][C@@:32]([N:40]1[CH2:44][CH2:43][N:42]([N:45]=CC3C=CC=C(OC)C=3)[C:41]1=[O:55])([C:37]([OH:39])=[O:38])[CH2:33]2>>[NH2:28][C@@H:29]1[C:35](=[O:36])[N:34]2[C@@H:30]1[S:31][C@:32]([C:37]([OH:39])=[O:38])([N:40]1[CH2:44][CH2:43][N:42]([NH:45][C:8]([NH2:7])=[O:9])[C:41]1=[O:55])[CH2:33]2. Procedure: (3R,5R,6R)-6-amino-3-carboxy-3-(3-p-methylbenzylideneamino-2-oxoimidazolidin-1-yl)-7-oxo-4-thia-1-azabicyclo[3.2.0]heptane and (3R,5R,6R)-6-amino-3-(3-anisylideneamino-2-oxoimidazolidin-1-yl)-3-carboxy-7-oxo-4-thia-1-azabicyclo[3.2.0]heptane were treated in the same manner to obtain (3R,5R,6R)-6-amino-3-carboxy-7-oxo-3-(2-oxo-3-ureidoimidazolidin-1-yl)-4-thia-1-azabicyclo[3.2.0]heptane. The physical property (IR) of this product were identical with that obtained above. Reactants: ClC1=CC(=CC2=C1NC(=N2)C2CCOCC2)O (7-chloro-2-(tetrahydro-2H-pyran-4-yl)-1H-benzo[d]imidazol-5-ol), ClC1=NC=NC(=C1)Cl (4,6-dichloropyrimidine), C([O-])([O-])=O.[K+].[K+] (potassium carbonate). Run in CN(C)C=O (DMF). Run at time 8 hour. Yields the product ClC1=CC(=CC2=C1NC(=N2)C2CCOCC2)OC2=NC=NC(=C2)Cl (7-chloro-5-(6-chloropyrimidin-4-yloxy)-2-(tetrahydro-2H-pyran-4-yl)-1H-benzo[d]imidazole). As a reaction SMILES: [Cl:1][C:2]1[C:7]2[NH:8][C:9]([CH:11]3[CH2:16][CH2:15][O:14][CH2:13][CH2:12]3)=[N:10][C:6]=2[CH:5]=[C:4]([OH:17])[CH:3]=1.[Cl:18][C:19]1[CH:24]=[C:23](Cl)[N:22]=[CH:21][N:20]=1.C(=O)([O-])[O-].[K+].[K+]>CN(C=O)C>[Cl:1][C:2]1[C:7]2[NH:8][C:9]([CH:11]3[CH2:12][CH2:13][O:14][CH2:15][CH2:16]3)=[N:10][C:6]=2[CH:5]=[C:4]([O:17][C:23]2[CH:24]=[C:19]([Cl:18])[N:20]=[CH:21][N:22]=2)[CH:3]=1 |f:2.3.4|. Procedure details: 0.10 g (0.40 mmol) 7-chloro-2-(tetrahydro-2H-pyran-4-yl)-1H-benzo[d]imidazol-5-ol and 60 mg (0.40 mmol) 4,6-dichloropyrimidine were placed in 2.0 mL DMF. 61 mg (0.40 mmol) potassium carbonate were added and the mixture was stirred overnight at RT. The reaction mixture was filtered and purified by chromatography. The fractions containing product were combined and evaporated down i.vac. Yields the product ClC1=CC(=C(C=C1)C(CC(=O)C=1C=CC(NC1)=O)C1=CC=C(C=C1)S(=O)(=O)C)C (5-(3-(4-Chloro-2-methylphenyl)-3-(4-(methylsulfonyl)phenyl)propanoyl)pyridin-2(1H)-one). RXN SMILES: [Cl:1][C:2]1[CH:7]=[CH:6][C:5]([CH:8]([C:20]2[CH:25]=[CH:24][C:23]([S:26]([CH3:29])(=[O:28])=[O:27])=[CH:22][CH:21]=2)[CH2:9][C:10]([C:12]2[CH:13]=[N:14][C:15]([O:18]C)=[CH:16][CH:17]=2)=[O:11])=[C:4]([CH3:30])[CH:3]=1.Cl>O1CCOCC1>[Cl:1][C:2]1[CH:7]=[CH:6][C:5]([CH:8]([C:20]2[CH:21]=[CH:22][C:23]([S:26]([CH3:29])(=[O:27])=[O:28])=[CH:24][CH:25]=2)[CH2:9][C:10]([C:12]2[CH:17]=[CH:16][C:15](=[O:18])[NH:14][CH:13]=2)=[O:11])=[C:4]([CH3:30])[CH:3]=1. Solvent: O1CCOCC1 (1,4-dioxane). Procedure details: In analogy to example 162, step 2, 3-(4-chloro-2-methylphenyl)-1-(6-methoxypyridin-3-yl)-3-(4-(methylsulfonyl)phenyl)propan-1-one was reacted with concentrated aqueous HCl in 1,4-dioxane to give the title compound as an off-white solid, MS (ESI+): m/z=430.2 [M+H]+. Starting materials: ClC1=CC(=C(C=C1)C(CC(=O)C=1C=NC(=CC1)OC)C1=CC=C(C=C1)S(=O)(=O)C)C (3-(4-chloro-2-methylphenyl)-1-(6-methoxypyridin-3-yl)-3-(4-(methylsulfonyl)phenyl)propan-1-one), Cl (HCl).